Task: describe an organic reaction: reactants, conditions, products, and yield. Dataset: the Open Reaction Database (ORD), a public repository of structured organic reaction records Starting materials: CCOc1cc(S(=O)(=O)N2CCCC2)ccc1C1=NC(C)(c2ccc(Cl)cc2)C(C)(c2ccc(Cl)cc2)N1C(=O)Cl, O=C(CN1CCNCC1)N1CCCC1. Product: CCOc1cc(S(=O)(=O)N2CCCC2)ccc1C1=NC(C)(c2ccc(Cl)cc2)C(C)(c2ccc(Cl)cc2)N1C(=O)N1CCN(CC(=O)N2CCCC2)CC1. As a reaction SMILES: [Cl:1][c:2]1[cH:3][cH:4][c:5]([C:8]2([CH3:41])[N:9]=[C:10]([c:24]3[c:25]([O:38][CH2:39][CH3:40])[cH:26][c:27]([S:30](=[O:31])(=[O:32])[N:33]4[CH2:34][CH2:35][CH2:36][CH2:37]4)[cH:28][cH:29]3)[N:11]([C:21](=[O:22])[Cl:23])[C:12]2([CH3:13])[c:14]2[cH:15][cH:16][c:17]([Cl:20])[cH:18][cH:19]2)[cH:6][cH:7]1.[N:42]1([CH2:48][C:49](=[O:50])[N:51]2[CH2:52][CH2:53][CH2:54][CH2:55]2)[CH2:43][CH2:44][NH:45][CH2:46][CH2:47]1>>[Cl:1][c:2]1[cH:3][cH:4][c:5]([C:8]2([CH3:41])[N:9]=[C:10]([c:24]3[c:25]([O:38][CH2:39][CH3:40])[cH:26][c:27]([S:30](=[O:31])(=[O:32])[N:33]4[CH2:34][CH2:35][CH2:36][CH2:37]4)[cH:28][cH:29]3)[N:11]([C:21](=[O:22])[N:45]3[CH2:44][CH2:43][N:42]([CH2:48][C:49](=[O:50])[N:51]4[CH2:52][CH2:53][CH2:54][CH2:55]4)[CH2:47][CH2:46]3)[C:12]2([CH3:13])[c:14]2[cH:15][cH:16][c:17]([Cl:20])[cH:18][cH:19]2)[cH:6][cH:7]1. Starting materials: C(=O)(O)CC1=C(C(=O)O)C=CC(=C1)[N+](=O)[O-] (carboxymethyl-4-nitro-benzoic acid), C(C)(=O)OC(C)=O (acetic anhydride). Solvent: C1(=CC=CC=C1)C (toluene). The product is [N+](=O)([O-])C=1C=C2CC(OC(C2=CC1)=O)=O (6-nitro-isochroman-1,3-dione). Yield: 87.9%. Reaction SMILES: [C:1]([CH2:4][C:5]1[CH:13]=[C:12]([N+:14]([O-:16])=[O:15])[CH:11]=[CH:10][C:6]=1[C:7]([OH:9])=[O:8])(O)=[O:2].C(OC(=O)C)(=O)C>C1(C)C=CC=CC=1>[N+:14]([C:12]1[CH:13]=[C:5]2[C:6](=[CH:10][CH:11]=1)[C:7](=[O:9])[O:8][C:1](=[O:2])[CH2:4]2)([O-:16])=[O:15]. Reported procedure: A mixture of 2 carboxymethyl-4-nitro-benzoic acid (13 g, 57.7 mmol), acetic anhydride (5.45 mL, 57.7 mmol) and toluene (30 mL) were heated to reflux for 5 hrs. The solvent was removed under vacuum to yield 6-nitro-isochroman-1,3-dione (compound (3a) in Scheme 2) as a yellow solid (10.51 g, 88%). Borane tetrahydrofuran complex (35.6 mL, 1M in THF) was added dropwise over 40 min to a solution of 6nitro-isochroman-1,3-dione (2 g, 9.66 mmol) in THF (40 mL) at 0° C. The contents were stirred for 18 h...